From a dataset of the Open Reaction Database (ORD), a public repository of structured organic reaction records. describe an organic reaction: reactants, conditions, products, and yield Reactants: ICC[C@@H](C1=CC=CC=C1)OC1=CC=CC=2C=C(SC21)C#N (7-{[(1S)-3-iodo-1-phenylpropyl]oxy}-1-benzothiophene-2-carbonitrile), CN (methylamine), base, C(\C=C\C(=O)O)(=O)O (fumaric acid). Solvent: O1CCCC1 (tetrahydrofuran), CO (methanol), CO (methanol). Conditions: time 16 hour. The product is C(\C=C\C(=O)O)(=O)O.S1C(=CC2=C1C(=CC=C2)O[C@@H](CCNC)C2=CC=CC=C2)C#N ((3S)-3-[(1-Benzothien-2-carbonitrile-7-yl)oxy]-N-methyl-3-phenyl-1-propanamine fumarate). Yield: 85.0%. As a reaction SMILES: I[CH2:2][CH2:3][C@H:4]([O:11][C:12]1[C:20]2[S:19][C:18]([C:21]#[N:22])=[CH:17][C:16]=2[CH:15]=[CH:14][CH:13]=1)[C:5]1[CH:10]=[CH:9][CH:8]=[CH:7][CH:6]=1.[CH3:23][NH2:24].[C:25]([OH:32])(=[O:31])/[CH:26]=[CH:27]/[C:28]([OH:30])=[O:29]>O1CCCC1.CO>[C:25]([OH:32])(=[O:31])/[CH:26]=[CH:27]/[C:28]([OH:30])=[O:29].[S:19]1[C:20]2[C:12]([O:11][C@H:4]([C:5]3[CH:10]=[CH:9][CH:8]=[CH:7][CH:6]=3)[CH2:3][CH2:2][NH:24][CH3:23])=[CH:13][CH:14]=[CH:15][C:16]=2[CH:17]=[C:18]1[C:21]#[N:22] |f:5.6|. Reported procedure: To a solution of 7-{[(1S)-3-iodo-1-phenylpropyl]oxy}-1-benzothiophene-2-carbonitrile (222 mg, 0.5 mmol) in tetrahydrofuran (2 mL) was added 40% aqueous methylamine (0.83 mL) and the solution was stirred at room temperature for 16 hours. The solvent removed in vacuo and the residue purified by flash chromatography with a gradient of 0–15% methanol in dichloromethane. To a solution of free base (155 mg, 0.48 mmol) in methanol (1 mL) and added a warm solution of fumaric acid (40 mg, 0.48 mmol) in m...